Task: describe an organic reaction: reactants, conditions, products, and yield. Dataset: the Open Reaction Database (ORD), a public repository of structured organic reaction records Starting materials: N#CCN1C(=O)c2ccccc2C1=O, CC1(O)CCCCCC1, CC(=O)O, O=S(=O)(O)O. RXN SMILES: [C:1]1(=[O:14])[c:2]2[c:3]([cH:10][cH:11][cH:12][cH:13]2)[C:4](=[O:9])[N:5]1[CH2:6][C:7]#[N:8].[CH3:15][C:16]1([OH:23])[CH2:17][CH2:18][CH2:19][CH2:20][CH2:21][CH2:22]1.[CH3:29][C:30](=[O:31])[OH:32].[S:24]([OH:25])(=[O:26])(=[O:27])[OH:28]>>[C:1]1(=[O:14])[c:2]2[c:3]([cH:10][cH:11][cH:12][cH:13]2)[C:4](=[O:9])[N:5]1[CH2:6][C:7]([NH:8][C:16]1([CH3:15])[CH2:17][CH2:18][CH2:19][CH2:20][CH2:21][CH2:22]1)=[O:25]. Yields the product CC1(NC(=O)CN2C(=O)c3ccccc3C2=O)CCCCCC1.